Dataset: the Open Reaction Database (ORD), a public repository of structured organic reaction records. Task: describe an organic reaction: reactants, conditions, products, and yield The reactants are CN (monomethylamine), O=C(C(=O)OCC)C1=C(C=CC=C1)COC1OCCCC1 (ethyl 2-oxo-2-[2-(tetra-hydropyran-2-yloxymethyl)phenyl]acetate). Run in CO (methanol), CO (methanol). Run at time 2 hour. Yields the product O=C(C(=O)NC)C1=C(C=CC=C1)COC1OCCCC1 (2-oxo-N-methyl-2-[2-(tetrahydropyran-2-yloxymethyl)phenyl]-acetamide). Yield: 69.0%. As a reaction SMILES: [CH3:1][NH2:2].[O:3]=[C:4]([C:10]1[CH:15]=[CH:14][CH:13]=[CH:12][C:11]=1[CH2:16][O:17][CH:18]1[CH2:23][CH2:22][CH2:21][CH2:20][O:19]1)[C:5](OCC)=[O:6]>CO>[O:3]=[C:4]([C:10]1[CH:15]=[CH:14][CH:13]=[CH:12][C:11]=1[CH2:16][O:17][CH:18]1[CH2:23][CH2:22][CH2:21][CH2:20][O:19]1)[C:5]([NH:2][CH3:1])=[O:6]. Procedure: 40% monomethylamine--methanol (2.65 g, 34.1 mmol) solution was added to a solution of ethyl 2-oxo-2-[2-(tetra-hydropyran-2-yloxymethyl)phenyl]acetate (2.00 g, 6.8 mmol) in methanol (20 ml), and the mixture was stirred at room temperature for 2 hours. The solvent was evaporated, and the residue was purified by column chromatography on silica gel (n-hexane/ethyl acetate=4/1) to give the desired compound 2-oxo-N-methyl-2-[2-(tetrahydropyran-2-yloxymethyl)phenyl]-acetamide (1.30 g, 69%) as an oil.